This data is from the Open Reaction Database (ORD), a public repository of structured organic reaction records. The task is: describe an organic reaction: reactants, conditions, products, and yield Starting materials: C(#N)NC(OC)=O (methyl cyanocarbamate), C1(=C(C=CC=C1)N)N (o-phenylenediamine). Yields the product N1=C(NC2=C1C=CC=C2)NC(=O)OC (2-benzimidazolecarbamic acid, methyl ester). The yield is 94.0%. Reaction SMILES: [C:1]([NH:3][C:4](=[O:7])[O:5][CH3:6])#[N:2].[C:8]1(N)[CH:13]=[CH:12][CH:11]=[CH:10][C:9]=1[NH2:14]>>[N:2]1[C:8]2[CH:13]=[CH:12][CH:11]=[CH:10][C:9]=2[NH:14][C:1]=1[NH:3][C:4]([O:5][CH3:6])=[O:7]. Procedure details: The salt of methyl cyanocarbamate with o-phenylenediamine (1.0 parts) is heated at 145°-50° C. for 10 minutes. This treatment gives 0.86 parts (94% yield) of 2-benzimidazolecarbamic acid, methyl ester. The reactants are [Cl-].[Al+3].[Cl-].[Cl-] (aluminum chloride), S(=O)(Cl)Cl (thionyl chloride), N1CCC(C(=O)O)CC1 (isonipecotic acid), 1,2-dichloromethane, S(=O)(Cl)Cl (thionyl chloride), ClC(C)Cl (dichloroethane), S(=O)(Cl)Cl (thionyl chloride), COC1=CC=C(C=C1)OC (1,4-dimethoxybenzene). Reaction conditions: time 1 hour. The product is C(C)(=O)N1CCC(CC1)C(C1=C(C=CC(=C1)OC)O)=O (1-Acetyl-4-(2-hydroxy-5-methoxybenzoyl)piperidine). RXN SMILES: [NH:1]1[CH2:9][CH2:8][CH:4]([C:5]([OH:7])=O)[CH2:3][CH2:2]1.S(Cl)(Cl)=[O:11].C[O:15][C:16]1[CH:21]=[CH:20][C:19]([O:22][CH3:23])=[CH:18][CH:17]=1.[Cl-].[Al+3].[Cl-].[Cl-].Cl[CH:29](Cl)[CH3:30]>>[C:29]([N:1]1[CH2:2][CH2:3][CH:4]([C:5](=[O:7])[C:17]2[CH:18]=[C:19]([O:22][CH3:23])[CH:20]=[CH:21][C:16]=2[OH:15])[CH2:8][CH2:9]1)(=[O:11])[CH3:30] |f:3.4.5.6|. Procedure: To a stirred mixture of 60.0 g of isonipecotic acid and 290 ml of 1,2-dichloromethane, at 40°, was added dropwise, 27 ml of thionyl chloride, dissolved in 27 ml of dichloroethane. After 50% of the thionyl chloride had been added, the temperature was raised to 65°. After complete addition of the thionyl chloride, the reaction mixture was stirred at 65° for 1 hr. The reaction mixture was cooled to 20° and 48.6 g of 1,4-dimethoxybenzene was added, followed by the slow addition of 93.6 g of aluminum... Starting materials: N[C@@H](C)C(=O)N1[C@H](C(=O)O)CCC1 (L-alanyl-L-proline), C(C(=O)C)(=O)O (pyruvic acid), C(#N)[BH3-].[Na+] (sodium cyanoborohydride). Solvent: O (water). Yields the product C(=O)(O)C(C)N[C@@H](C)C(=O)N1[C@H](C(=O)O)CCC1 (N-(1-carboxyethyl)-L-alanyl-L-proline). Yield: 91.5%. Reaction SMILES: [NH2:1][C@H:2]([C:4]([N:6]1[CH2:13][CH2:12][CH2:11][C@H:7]1[C:8]([OH:10])=[O:9])=[O:5])[CH3:3].[C:14]([OH:19])(=[O:18])[C:15]([CH3:17])=O.C([BH3-])#N.[Na+]>O>[C:14]([CH:15]([NH:1][C@H:2]([C:4]([N:6]1[CH2:13][CH2:12][CH2:11][C@H:7]1[C:8]([OH:10])=[O:9])=[O:5])[CH3:3])[CH3:17])([OH:19])=[O:18] |f:2.3|. Procedure details: A solution of L-alanyl-L-proline (372 mg) and pyruvic acid (881 mg) in water is adjusted to pH 7 and treated with 377 mg of sodium cyanoborohydride at room temperature until reaction is complete. The product is absorbed on strong acid ion-exchange resin and then eluted with 2% pyridine in water. Freeze drying gives 472 mg of N-(1-carboxyethyl)-L-alanyl-L-proline. Nmr and mass spectrogram are consistent with structure. The nmr spectrum shows multiplets centered at 4.5, 3.7, and 2.2 ppm, and a pai... Reactants: ClC1=C(C(=O)N2C3=C(CC4=C(C2)C=CC=C4)C=CC=C3)C=CC(=C1)N (5-(2-chloro-4-aminobenzoyl)-6,11-dihydro-5H-dibenz[b,e]azepine), C(C)(C)N(C(C)C)CC (N,N-diisopropylethylamine), ClC1=C(C(=O)Cl)C=CC(=C1)Cl (2,4-dichlorobenzoyl chloride). Run in C(Cl)Cl (methylene chloride). Reaction conditions: time 18 hour. Yields the product C1=CC=CC=2N(CC3=C(CC21)C=CC=C3)C(=O)C3=C(C=C(C=C3)NC(C3=C(C=C(C=C3)Cl)Cl)=O)Cl (N-[4-[(6,11-Dihydro-5H-dibenz[b,e]azepin-5-yl)-carbonyl]-3-chlorophenyl]-2,4-dichlorobenzamide). As a reaction SMILES: [Cl:1][C:2]1[CH:24]=[C:23]([NH2:25])[CH:22]=[CH:21][C:3]=1[C:4]([N:6]1[CH2:12][C:11]2[CH:13]=[CH:14][CH:15]=[CH:16][C:10]=2[CH2:9][C:8]2[CH:17]=[CH:18][CH:19]=[CH:20][C:7]1=2)=[O:5].C(N(CC)C(C)C)(C)C.[Cl:35][C:36]1[CH:44]=[C:43]([Cl:45])[CH:42]=[CH:41][C:37]=1[C:38](Cl)=[O:39]>C(Cl)Cl>[CH:17]1[C:8]2[CH2:9][C:10]3[CH:16]=[CH:15][CH:14]=[CH:13][C:11]=3[CH2:12][N:6]([C:4]([C:3]3[CH:21]=[CH:22][C:23]([NH:25][C:38](=[O:39])[C:37]4[CH:41]=[CH:42][C:43]([Cl:45])=[CH:44][C:36]=4[Cl:35])=[CH:24][C:2]=3[Cl:1])=[O:5])[C:7]=2[CH:20]=[CH:19][CH:18]=1. Procedure: A mixture of 0.50 g of 5-(2-chloro-4-aminobenzoyl)-6,11-dihydro-5H-dibenz[b,e]azepine, 0.28 g of N,N-diisopropylethylamine and 0.45 g of 2,4-dichlorobenzoyl chloride in 25 ml of methylene chloride is stirred at room temperature for 18 hours. The reaction mixture is washed with water, saturated NaHCO3, dried (Na2SO4) and passed through a short pad of hydrous magnesium silicate. The filtrate is evaporated in vacuo to give the desired product as a solid residue, m.p., 150°-165° C.